This data is from the Open Reaction Database (ORD), a public repository of structured organic reaction records. The task is: describe an organic reaction: reactants, conditions, products, and yield Reactants: O=C1N(C(=CC(N1)=O)OCCC)CC1=CC=C(C=C1)C=1C(=CC=CC1)C#N (4′-[(2,4-dioxo-6-propoxy-3,4-dihydropyrimidin-1(2H)-yl)methyl]biphenyl-2-carbonitrile), BrCC(=O)C1=CC=C(C=C1)OC (2-bromo-1-(4-methoxyphenyl)ethanone), CN(C=O)C (N,N-dimethylformamide), [H-].[Na+] (sodium hydride). Run in C(C)(=O)OCC (ethyl acetate). Run at time 2 hour. Product: COC1=CC=C(C=C1)C(CN1C(N(C(=CC1=O)OCCC)CC1=CC=C(C=C1)C=1C(=CC=CC1)C#N)=O)=O (4′-{[3-[2-(4-methoxyphenyl)-2-oxoethyl]-2,4-dioxo-6-propoxy-3,4-dihydropyrimidin-1(2H)-yl]methyl}biphenyl-2-carbonitrile). The yield is 90.3%. Reaction SMILES: [O:1]=[C:2]1[NH:7][C:6](=[O:8])[CH:5]=[C:4]([O:9][CH2:10][CH2:11][CH3:12])[N:3]1[CH2:13][C:14]1[CH:19]=[CH:18][C:17]([C:20]2[C:21]([C:26]#[N:27])=[CH:22][CH:23]=[CH:24][CH:25]=2)=[CH:16][CH:15]=1.Br[CH2:29][C:30]([C:32]1[CH:37]=[CH:36][C:35]([O:38][CH3:39])=[CH:34][CH:33]=1)=[O:31].CN(C)C=O.[H-].[Na+]>C(OCC)(=O)C>[CH3:39][O:38][C:35]1[CH:36]=[CH:37][C:32]([C:30](=[O:31])[CH2:29][N:7]2[C:6](=[O:8])[CH:5]=[C:4]([O:9][CH2:10][CH2:11][CH3:12])[N:3]([CH2:13][C:14]3[CH:19]=[CH:18][C:17]([C:20]4[C:21]([C:26]#[N:27])=[CH:22][CH:23]=[CH:24][CH:25]=4)=[CH:16][CH:15]=3)[C:2]2=[O:1])=[CH:33][CH:34]=1 |f:3.4|. Procedure details: To a mixture of 4′-[(2,4-dioxo-6-propoxy-3,4-dihydropyrimidin-1(2H)-yl)methyl]biphenyl-2-carbonitrile (0.55 g), 2-bromo-1-(4-methoxyphenyl)ethanone (0.38 g) and N,N-dimethylformamide (15 mL) was added 60% sodium hydride (0.073 g), and the mixture was stirred at room temperature for 2 hr. The reaction mixture was diluted with ethyl acetate, washed with 5% potassium hydrogensulfate and then saturated brine, and dried over anhydrous magnesium sulfate. The solvent was evaporated under reduced pressu...